This data is from the Open Reaction Database (ORD), a public repository of structured organic reaction records. The task is: describe an organic reaction: reactants, conditions, products, and yield Starting materials: CN1CCCC1=O, COc1ccc(CN)cc1, CCN(C(C)C)C(C)C, Fc1cccc(F)n1, O. Product: COc1ccc(CNc2cccc(F)n2)cc1. As a reaction SMILES: [CH3:29][N:30]1[CH2:31][CH2:32][CH2:33][C:34]1=[O:35].[CH3:9][O:10][c:11]1[cH:12][cH:13][c:14]([CH2:15][NH2:16])[cH:17][cH:18]1.[CH:19]([N:20]([CH2:21][CH3:22])[CH:23]([CH3:24])[CH3:25])([CH3:26])[CH3:27].[F:1][c:2]1[n:3][c:4]([F:8])[cH:5][cH:6][cH:7]1.[OH2:28]>>[c:2]1([NH:16][CH2:15][c:14]2[cH:13][cH:12][c:11]([O:10][CH3:9])[cH:18][cH:17]2)[n:3][c:4]([F:8])[cH:5][cH:6][cH:7]1. The reactants are CC(C)(C)N, CCO, CC(O)OCCCl, [K+], [OH-]. Yields the product CC(O)OCCNC(C)(C)C. RXN SMILES: [C:1]([CH3:2])([CH3:3])([CH3:4])[NH2:5].[CH3:15][CH2:16][OH:17].[Cl:6][CH2:7][CH2:8][O:9][CH:10]([CH3:11])[OH:12].[K+:14].[OH-:13]>>[C:1]([CH3:2])([CH3:3])([CH3:4])[NH:5][CH2:7][CH2:8][O:9][CH:10]([CH3:11])[OH:12]. Reactants: CSC(=CC#N)SC, [H-], [Na+], CN(C)C=O, Nc1ccncc1. Yields the product CSC(=CC#N)Nc1ccncc1. As a reaction SMILES: [CH3:8][S:9][C:10](=[CH:11][C:12]#[N:13])[S:14][CH3:15].[H-:17].[Na+:16].[O:18]=[CH:19][N:20]([CH3:21])[CH3:22].[n:1]1[cH:2][cH:3][c:4]([NH2:7])[cH:5][cH:6]1>>[n:1]1[cH:2][cH:3][c:4]([NH:7][C:10]([S:9][CH3:8])=[CH:11][C:12]#[N:13])[cH:5][cH:6]1. Reactants: C1(=CC=CC=C1)P(C1=CC=CC=C1)C1=CC=CC=C1 (triphenylphosphine), OCCCC#CC=1C=C(C=CC1)NC(=O)C=1C=C(C=CC1)S(=O)(=O)C=1C=C2C(=C(C=NC2=C(C1)C)C(=O)N)NC1=CC(=CC=C1)OC (6-((3-((3-(5-hydroxypent-1-yn-1-yl)phenyl)carbamoyl)phenyl)sulfonyl)-4-((3-methoxyphenyl)amino)-8-methylquinoline-3-carboxamide), C(Br)(Br)(Br)Br (carbon tetrabromide), C(Br)(Br)(Br)Br (carbon tetrabromide), C1(=CC=CC=C1)P(C1=CC=CC=C1)C1=CC=CC=C1 (triphenylphosphine), C(Br)(Br)(Br)Br (carbon tetrabromide), C1(=CC=CC=C1)P(C1=CC=CC=C1)C1=CC=CC=C1 (triphenylphosphine). Run in O1CCCC1 (tetrahydrofuran), ClCCl (dichloromethane). Run at time 8 hour. Product: BrCCCC#CC=1C=C(C=CC1)NC(=O)C=1C=C(C=CC1)S(=O)(=O)C=1C=C2C(=C(C=NC2=C(C1)C)C(=O)N)NC1=CC(=CC=C1)OC (6-((3-((3-(5-bromopent-1-yn-1-yl)phenyl)carbamoyl)phenyl)sulfonyl)-4-((3-methoxyphenyl)amino)-8-methylquinoline-3-carboxamide). The yield is 49.2%. As a reaction SMILES: O[CH2:2][CH2:3][CH2:4][C:5]#[C:6][C:7]1[CH:8]=[C:9]([NH:13][C:14]([C:16]2[CH:17]=[C:18]([S:22]([C:25]3[CH:26]=[C:27]4[C:32](=[C:33]([CH3:35])[CH:34]=3)[N:31]=[CH:30][C:29]([C:36]([NH2:38])=[O:37])=[C:28]4[NH:39][C:40]3[CH:45]=[CH:44][CH:43]=[C:42]([O:46][CH3:47])[CH:41]=3)(=[O:24])=[O:23])[CH:19]=[CH:20][CH:21]=2)=[O:15])[CH:10]=[CH:11][CH:12]=1.C(Br)(Br)(Br)[Br:49].C1(P(C2C=CC=CC=2)C2C=CC=CC=2)C=CC=CC=1>ClCCl.O1CCCC1>[Br:49][CH2:2][CH2:3][CH2:4][C:5]#[C:6][C:7]1[CH:8]=[C:9]([NH:13][C:14]([C:16]2[CH:17]=[C:18]([S:22]([C:25]3[CH:26]=[C:27]4[C:32](=[C:33]([CH3:35])[CH:34]=3)[N:31]=[CH:30][C:29]([C:36]([NH2:38])=[O:37])=[C:28]4[NH:39][C:40]3[CH:45]=[CH:44][CH:43]=[C:42]([O:46][CH3:47])[CH:41]=3)(=[O:24])=[O:23])[CH:19]=[CH:20][CH:21]=2)=[O:15])[CH:10]=[CH:11][CH:12]=1. Procedure: A suspension of Intermediate 77 (0.65 g, 1.0 mmol) and carbon tetrabromide (1.0 g, 3.0 mmol) in dichloromethane (14 mL) was sonicated for 5 minutes and then cooled in an ice-water bath. Following the addition, via syringe, of a triphenylphosphine (0.52 g, 2.0 mmol) solution in tetrahydrofuran, the cooling bath was removed, allowing the mixture to stir overnight at room temperature. The mixture was quenched with ethanol and concentrated to foam under reduced pressure. The foam was taken up in tet...